This data is from the Open Reaction Database (ORD), a public repository of structured organic reaction records. The task is: describe an organic reaction: reactants, conditions, products, and yield The reactants are ClC1=CC=C(C=C1)C=1N(C(NN1)=O)CC(C(F)(F)F)O (5-(4-Chlorophenyl)-4-(3,3,3-trifluoro-2-hydroxypropyl)-2,4-dihydro-3H-1,2,4-triazol-3-one), C([O-])([O-])=O.[Cs+].[Cs+] (caesium carbonate), BrCC1=CC=C(C(=O)OC)C=C1 (methyl 4-(bromomethyl)benzoate). Solvent: CC(=O)C (acetone), O (water). Run at temperature 50 celsius, time 3 hour. Yields the product ClC1=CC=C(C=C1)C1=NN(C(N1CC(C(F)(F)F)O)=O)CC1=CC=C(C(=O)OC)C=C1 (Methyl 4-{[3-(4-chlorophenyl)-5-oxo-4-(3,3,3-trifluoro-2-hydroxypropyl)-4,5-dihydro-1H-1,2,4-triazol-1-yl]methyl}benzoate). Reaction SMILES: [Cl:1][C:2]1[CH:7]=[CH:6][C:5]([C:8]2[N:9]([CH2:14][CH:15]([OH:20])[C:16]([F:19])([F:18])[F:17])[C:10](=[O:13])[NH:11][N:12]=2)=[CH:4][CH:3]=1.C(=O)([O-])[O-].[Cs+].[Cs+].Br[CH2:28][C:29]1[CH:38]=[CH:37][C:32]([C:33]([O:35][CH3:36])=[O:34])=[CH:31][CH:30]=1>CC(C)=O.O>[Cl:1][C:2]1[CH:7]=[CH:6][C:5]([C:8]2[N:9]([CH2:14][CH:15]([OH:20])[C:16]([F:18])([F:19])[F:17])[C:10](=[O:13])[N:11]([CH2:28][C:29]3[CH:38]=[CH:37][C:32]([C:33]([O:35][CH3:36])=[O:34])=[CH:31][CH:30]=3)[N:12]=2)=[CH:4][CH:3]=1 |f:1.2.3|. Procedure: An amount of 305 mg (0.99 mmol) of the compound from Example 19A and 355 mg (1.09 mmol) of caesium carbonate were suspended in 10 ml of acetone and admixed with 227 mg (0.99 mmol) of methyl 4-(bromomethyl)benzoate. The mixture was stirred at 50° C. for 3 h. The suspension was diluted with water. It was extracted with twice 15 ml of ethyl acetate. The combined organic phases were dried over sodium sulphate and freed from the solvent on a rotary evaporator. Purification by flash chromatography ove... The reactants are imidate, FC=1C(=NC(=NC1)OCC1=CC=C(C=C1)F)N (5-fluoro-2-(4-fluorobenzyloxy)pyrimidin-4-ylamine). Run in C(Cl)(Cl)Cl (chloroform). Run at temperature 90 celsius. The product is FC=1C(=NC(=NC1)OCC1=CC=C(C=C1)F)NC=NC#N (N-[5-Fluoro-2-(4-fluorobenzyloxy)pyrimidin-4-yl]-N′-cyanoformamidine). Isolated yield 183.2%. Reaction SMILES: [F:1][C:2]1[C:3]([NH2:17])=[N:4][C:5]([O:8][CH2:9][C:10]2[CH:15]=[CH:14][C:13]([F:16])=[CH:12][CH:11]=2)=[N:6][CH:7]=1>C(Cl)(Cl)Cl>[F:1][C:2]1[C:3]([NH:17][CH:5]=[N:4][C:3]#[N:17])=[N:4][C:5]([O:8][CH2:9][C:10]2[CH:11]=[CH:12][C:13]([F:16])=[CH:14][CH:15]=2)=[N:6][CH:7]=1. Reported procedure: Cyanamide (8.00 g, 190.0 mmol) was stirred at reflux in triethylorthoformate (60 mL) for 2 h. The reaction was cooled to room temperature and distilled to provide ethyl-N-cyanoimidate (12.5 g, bp=110-112° C./45 mm Hg).* To this imidate (1 mL) was added 5-fluoro-2-(4-fluorobenzyloxy)pyrimidin-4-ylamine (0.05 g, 0.2 mmol) and the mixture was heated at 90° C. for 4 h, cooled, diluted with chloroform, filtered, and evaporated. The crude product was purified by reverse phase chromatography to furnish...